From a dataset of the Open Reaction Database (ORD), a public repository of structured organic reaction records. describe an organic reaction: reactants, conditions, products, and yield Starting materials: CC1=NOC(=C1CC(CCC1=CC=CC=C1)=O)C1=CC=C(C=C1)C1=CC=C(C=C1)C1(CC1)C(=O)O (1-{4′-[3-Methyl-4-(2-oxo-4-phenyl-butyl)-isoxazol-5-yl]-biphenyl-4-yl}-cyclopropanecarboxylic acid), [BH4-].[Na+] (sodium borohydride). Run in CO (MeOH). Conditions: time 5 minute. Product: OC(CC=1C(=NOC1C1=CC=C(C=C1)C1=CC=C(C=C1)C1(CC1)C(=O)O)C)CCC1=CC=CC=C1 (1-{4′-[4-(2-Hydroxy-4-phenyl-butyl)-3-methyl-isoxazol-5-yl]-biphenyl-4-yl}-cyclopropanecarboxylic acid). As a reaction SMILES: [CH3:1][C:2]1[C:6]([CH2:7][C:8](=[O:17])[CH2:9][CH2:10][C:11]2[CH:16]=[CH:15][CH:14]=[CH:13][CH:12]=2)=[C:5]([C:18]2[CH:23]=[CH:22][C:21]([C:24]3[CH:29]=[CH:28][C:27]([C:30]4([C:33]([OH:35])=[O:34])[CH2:32][CH2:31]4)=[CH:26][CH:25]=3)=[CH:20][CH:19]=2)[O:4][N:3]=1.[BH4-].[Na+]>CO>[OH:17][CH:8]([CH2:9][CH2:10][C:11]1[CH:16]=[CH:15][CH:14]=[CH:13][CH:12]=1)[CH2:7][C:6]1[C:2]([CH3:1])=[N:3][O:4][C:5]=1[C:18]1[CH:19]=[CH:20][C:21]([C:24]2[CH:29]=[CH:28][C:27]([C:30]3([C:33]([OH:35])=[O:34])[CH2:32][CH2:31]3)=[CH:26][CH:25]=2)=[CH:22][CH:23]=1 |f:1.2|. Procedure details: 1-{4′-[3-Methyl-4-(2-oxo-4-phenyl-butyl)-isoxazol-5-yl]-biphenyl-4-yl}-cyclopropanecarboxylic acid (0.015 g, 0.03 mmol) in MeOH was treated with sodium borohydride (0.001 g, 0.03 mmol) and stirred at room temperature for 5 minutes. Aqueous workup provided the title compound. Starting materials: CN, COc1ccc(CC(=O)O)cc1, [Cl-]. The product is CNC(=O)Cc1ccc(OC)cc1. RXN SMILES: [CH3:14][NH2:15].[CH3:2][O:3][c:4]1[cH:5][cH:6][c:7]([CH2:10][C:11](=[O:12])[OH:13])[cH:8][cH:9]1.[Cl-:1]>>[CH3:2][O:3][c:4]1[cH:5][cH:6][c:7]([CH2:10][C:11](=[O:13])[NH:15][CH3:14])[cH:8][cH:9]1.